Task: describe an organic reaction: reactants, conditions, products, and yield. Dataset: the Open Reaction Database (ORD), a public repository of structured organic reaction records The reactants are Cn1cnc([N+](=O)[O-])c1[N+](=O)[O-], [Na+], [OH-], O, Oc1ccccc1. Product: Cn1cnc([N+](=O)[O-])c1Oc1ccccc1. RXN SMILES: [CH3:1][n:2]1[cH:3][n:4][c:5]([N+:10](=[O:11])[O-:12])[c:6]1[N+:7]([O-:8])=[O:9].[Na+:21].[OH-:20].[OH2:22].[OH:13][c:14]1[cH:15][cH:16][cH:17][cH:18][cH:19]1>>[CH3:1][n:2]1[cH:3][n:4][c:5]([N+:10](=[O:11])[O-:12])[c:6]1[O:13][c:14]1[cH:15][cH:16][cH:17][cH:18][cH:19]1. Starting materials: NC1=C(C=C(C=C1C#N)C(CNC(C)(C)C)=O)Cl (4'-amino-3'-chloro-5'-cyano-2-tert.butylamino-acetophenone), [BH4-].[Na+] (sodium borohydride). RXN SMILES: [NH2:1][C:2]1[C:7]([C:8]#[N:9])=[CH:6][C:5]([C:10](=[O:17])[CH2:11][NH:12][C:13]([CH3:16])([CH3:15])[CH3:14])=[CH:4][C:3]=1[Cl:18].[BH4-].[Na+]>>[NH2:1][C:2]1[C:7]([C:8]#[N:9])=[CH:6][C:5]([CH:10]([OH:17])[CH2:11][NH:12][C:13]([CH3:14])([CH3:15])[CH3:16])=[CH:4][C:3]=1[Cl:18] |f:1.2|. Procedure: m.p. 125°-133° C., was prepared from 4'-amino-3'-chloro-5'-cyano-2-tert.butylamino-acetophenone and sodium borohydride analogous to Example 2. Yields the product NC1=C(C=C(C=C1C#N)C(CNC(C)(C)C)O)Cl (1-(4'-Amino-3'-chloro-5'-cyano-phenyl)-2-tert.butylamino-ethanol). Reactants: CCN=C=NCCCN(C)C, CN(C)C=O, O, On1nnc2ccccc21, O=C(O)C1CCCCC1, Nc1cccc(N)c1. Yields the product Nc1cccc(NC(=O)C2CCCCC2)c1. As a reaction SMILES: [CH3:28][CH2:29][N:30]=[C:31]=[N:32][CH2:33][CH2:34][CH2:35][N:36]([CH3:37])[CH3:38].[O:39]=[CH:40][N:41]([CH3:42])[CH3:43].[OH2:44].[OH:18][n:19]1[c:20]2[c:21]([cH:22][cH:23][cH:24][cH:25]2)[n:26][n:27]1.[OH:9][C:10](=[O:11])[CH:12]1[CH2:13][CH2:14][CH2:15][CH2:16][CH2:17]1.[c:1]1([NH2:8])[cH:2][c:3]([NH2:7])[cH:4][cH:5][cH:6]1>>[c:1]1([NH:8][C:10](=[O:9])[CH:12]2[CH2:13][CH2:14][CH2:15][CH2:16][CH2:17]2)[cH:2][c:3]([NH2:7])[cH:4][cH:5][cH:6]1. Reactants: N1(CCCCC1)CCNC=1N=[N+](C2=C(N1)C=C1CCCC1=C2)[O-] (N-[2-(1-Piperidinyl)ethyl]-7,8-dihydro-6H-indeno[5,6-e][1,2,4]triazin-3-amine 1-Oxide), C(=O)(C(F)(F)F)O (TFA), OO (H2O2). The solvent is C(Cl)Cl (DCM), C(Cl)Cl (DCM), N (NH3). Reaction conditions: temperature 0 celsius, time 5 minute. Product: N1(CCCCC1)CCNC=1N=[N+](C2=C([N+]1[O-])C=C1CCCC1=C2)[O-] (N-[2-(1-Piperidinyl)ethyl]-7,8-dihydro-6H-indeno[5,6-e][1,2,4]triazin-3-amine 1,4-Dioxide). Isolated yield 56.3%. Reaction SMILES: OO.[N:3]1([CH2:9][CH2:10][NH:11][C:12]2[N:13]=[N+:14]([O-:25])[C:15]3[CH:24]=[C:23]4[C:19]([CH2:20][CH2:21][CH2:22]4)=[CH:18][C:16]=3[N:17]=2)[CH2:8][CH2:7][CH2:6][CH2:5][CH2:4]1.C(O)(C(F)(F)F)=[O:27]>C(Cl)Cl.N>[N:3]1([CH2:9][CH2:10][NH:11][C:12]2[N:13]=[N+:14]([O-:25])[C:15]3[CH:24]=[C:23]4[C:19]([CH2:20][CH2:21][CH2:22]4)=[CH:18][C:16]=3[N+:17]=2[O-:27])[CH2:8][CH2:7][CH2:6][CH2:5][CH2:4]1. Reported procedure: H2O2 (70%, 0.63 mL, ca. 12.7 mmol) was added dropwise to a stirred solution of TFM (1.8 mL, 12.7 mmol) in DCM (15 mL) at 0° C. The solution was stirred at 0° C. for 5 min, warmed to 20° C. for 10 min, then cooled to 0° C. and added to a stirred solution of 1-oxide 36 (397 mg, 1.3 mmol) and TFA (0.20 mL, 2.5 mmol) in DCM (20 mL) at 0° C. The solution was stirred at 5° C. for 4 h, diluted with dilute aqueous NH3 solution (10 mL) and extracted with CHCl3 (4×50 mL). The combined organic fraction was... The reactants are O=C([O-])[O-], CC(C)=O, OB(O)c1ccccc1F, [K+], [K+], CC(=O)[O-], CC(=O)[O-], O, N#Cc1cc(I)c(O)c([N+](=O)[O-])c1, [Pd+2]. Product: N#Cc1cc(-c2ccccc2F)c(O)c([N+](=O)[O-])c1. As a reaction SMILES: [C:24](=[O:25])([O-:26])[O-:27].[CH3:30][C:31](=[O:32])[CH3:33].[F:14][c:15]1[c:16]([B:21]([OH:22])[OH:23])[cH:17][cH:18][cH:19][cH:20]1.[K+:28].[K+:29].[O-:36][C:37]([CH3:38])=[O:39].[O-:40][C:41]([CH3:42])=[O:43].[OH2:34].[OH:1][c:2]1[c:3]([I:13])[cH:4][c:5]([C:6]#[N:7])[cH:8][c:9]1[N+:10](=[O:11])[O-:12].[Pd+2:35]>>[OH:1][c:2]1[c:3](-[c:16]2[c:15]([F:14])[cH:20][cH:19][cH:18][cH:17]2)[cH:4][c:5]([C:6]#[N:7])[cH:8][c:9]1[N+:10](=[O:11])[O-:12]. The reactants are ClCCl, COc1cc2[nH]nc(-c3cccc(F)c3)c2cc1C(=O)O, O. The product is O=C(O)c1cc2c(-c3cccc(F)c3)n[nH]c2cc1O. RXN SMILES: [Cl:23][CH2:24][Cl:25].[F:1][c:2]1[cH:3][c:4](-[c:8]2[n:9][nH:10][c:11]3[cH:12][c:13]([O:20][CH3:21])[c:14]([C:17](=[O:18])[OH:19])[cH:15][c:16]23)[cH:5][cH:6][cH:7]1.[OH2:22]>>[F:1][c:2]1[cH:3][c:4](-[c:8]2[n:9][nH:10][c:11]3[cH:12][c:13]([OH:20])[c:14]([C:17](=[O:18])[OH:19])[cH:15][c:16]23)[cH:5][cH:6][cH:7]1. Starting materials: ClC=1SC2=C(N1)C=CC(=C2)OC(F)(F)F (2-chloro-6-trifluoromethoxybenzothiazole), [N+](=O)(O)[O-] (nitric acid), ice water. Run in S(O)(O)(=O)=O (sulphuric acid). Conditions: temperature 60 celsius. Product: ClC=1SC2=C(N1)C=CC(=C2[N+](=O)[O-])OC(F)(F)F (2-chloro-7-nitro-6-trifluoromethoxybenzothiazole). RXN SMILES: [Cl:1][C:2]1[S:3][C:4]2[CH:10]=[C:9]([O:11][C:12]([F:15])([F:14])[F:13])[CH:8]=[CH:7][C:5]=2[N:6]=1.[N+:16]([O-])([OH:18])=[O:17]>S(=O)(=O)(O)O>[Cl:1][C:2]1[S:3][C:4]2[C:10]([N+:16]([O-:18])=[O:17])=[C:9]([O:11][C:12]([F:15])([F:13])[F:14])[CH:8]=[CH:7][C:5]=2[N:6]=1. Procedure: 10 g of 2-chloro-6-trifluoromethoxybenzothiazole are added dropwise over one hour to a mixture, cooled to 10° C., of concentrated sulphuric acid (50 cm3) and concentrated nitric acid (25 cm3). The mixture is then heated for one hour at 60° C. After cooling, the mixture is poured into an ice/water mixture (1/1 by weight) and extracted with 3 times 100 cm3 of chloroform. The organic phases are dried over magnesium sulphate and concentrated under vacuum (2.7 kPa). The residue is purified by flash c...